Dataset: the Open Reaction Database (ORD), a public repository of structured organic reaction records. Task: describe an organic reaction: reactants, conditions, products, and yield Product: Cl.FCCOC1=CC=C(C=C1N1CCNCC1)NS(=O)(=O)C1=CC=CC=2OC(OC21)(F)F (2,2-Difluoro-benzo[1,3]dioxole-4-sulfonic acid (4-(2-fluoroethoxy)-5-piperazin-1-yl-phenyl)-amide Hydrochloride). Reported procedure: The compound was prepared as described for Example 9 using commercially available 2,2-Difluoro-benzo[1,3]dioxole-4-sulfonyl chloride and 1-(N-boc-piperazin-4-yl)-2-(2-fluoroethoxy)-5-aminobenzene from Example 11. Starting materials: FC1(OC2=C(O1)C=CC=C2S(=O)(=O)Cl)F (2,2-Difluoro-benzo[1,3]dioxole-4-sulfonyl chloride), C(=O)(OC(C)(C)C)N1CCN(CC1)C1=C(C=CC(=C1)N)OCCF (1-(N-boc-piperazin-4-yl)-2-(2-fluoroethoxy)-5-aminobenzene). Reaction SMILES: [F:1][C:2]1([F:15])[O:6][C:5]2[CH:7]=[CH:8][CH:9]=[C:10]([S:11]([Cl:14])(=[O:13])=[O:12])[C:4]=2[O:3]1.C([N:23]1[CH2:28][CH2:27][N:26]([C:29]2[CH:34]=[C:33]([NH2:35])[CH:32]=[CH:31][C:30]=2[O:36][CH2:37][CH2:38][F:39])[CH2:25][CH2:24]1)(OC(C)(C)C)=O>>[ClH:14].[F:39][CH2:38][CH2:37][O:36][C:30]1[C:29]([N:26]2[CH2:25][CH2:24][NH:23][CH2:28][CH2:27]2)=[CH:34][C:33]([NH:35][S:11]([C:10]2[C:4]3[O:3][C:2]([F:15])([F:1])[O:6][C:5]=3[CH:7]=[CH:8][CH:9]=2)(=[O:13])=[O:12])=[CH:32][CH:31]=1 |f:2.3|. The reactants are CC(=O)OCC1OC(n2cnc3c(=O)[nH]c(N)nc32)C(OC(C)=O)C1OC(C)=O, CS(C)=O, FC(F)(F)I, [Fe+2], OO, O=S(=O)(O)O, O=S(=O)([O-])[O-]. The product is CC(=O)OCC1OC(n2c(C(F)(F)F)nc3c(=O)[nH]c(N)nc32)C(OC(C)=O)C1OC(C)=O. Reaction SMILES: [C:1]([CH3:2])(=[O:3])[O:4][CH:5]1[CH:6]([n:19]2[cH:20][n:21][c:22]3[c:23](=[O:24])[nH:25][c:26]([NH2:27])[n:28][c:29]23)[O:7][CH:8]([CH2:14][O:15][C:16]([CH3:17])=[O:18])[CH:9]1[O:10][C:11]([CH3:12])=[O:13].[CH3:48][S:49](=[O:50])[CH3:51].[F:35][C:36]([F:37])([F:38])[I:39].[Fe+2:47].[OH:40][OH:41].[S:30](=[O:31])(=[O:32])([OH:33])[OH:34].[S:42]([O-:43])([O-:44])(=[O:45])=[O:46]>>[C:1]([CH3:2])(=[O:3])[O:4][CH:5]1[CH:6]([n:19]2[c:20]([C:36]([F:35])([F:37])[F:38])[n:21][c:22]3[c:23](=[O:24])[nH:25][c:26]([NH2:27])[n:28][c:29]23)[O:7][CH:8]([CH2:14][O:15][C:16]([CH3:17])=[O:18])[CH:9]1[O:10][C:11]([CH3:12])=[O:13]. The product is O=C1CCC(N2Cc3c(CNC(=O)c4cccc(Cl)c4)cccc3C2=O)C(=O)N1. Reaction SMILES: [CH3:43][C:44]#[N:45].[Cl:33][c:34]1[cH:35][c:36]([C:37](=[O:38])[Cl:39])[cH:40][cH:41][cH:42]1.[ClH:12].[N:1]12[CH2:2][CH2:3][CH2:4][N:5]=[C:6]1[CH2:7][CH2:8][CH2:9][CH2:10][CH2:11]2.[NH2:13][CH2:14][c:15]1[c:16]2[c:20]([cH:21][cH:22][cH:23]1)[C:19](=[O:24])[N:18]([CH:25]1[C:26](=[O:32])[NH:27][C:28](=[O:31])[CH2:29][CH2:30]1)[CH2:17]2>>[NH:13]([CH2:14][c:15]1[c:16]2[c:20]([cH:21][cH:22][cH:23]1)[C:19](=[O:24])[N:18]([CH:25]1[C:26](=[O:32])[NH:27][C:28](=[O:31])[CH2:29][CH2:30]1)[CH2:17]2)[C:37]([c:36]1[cH:35][c:34]([Cl:33])[cH:42][cH:41][cH:40]1)=[O:38]. Starting materials: CC#N, O=C(Cl)c1cccc(Cl)c1, Cl, C1CCC2=NCCCN2CC1, NCc1cccc2c1CN(C1CCC(=O)NC1=O)C2=O.